From a dataset of the Open Reaction Database (ORD), a public repository of structured organic reaction records. describe an organic reaction: reactants, conditions, products, and yield Reactants: OC1=CC=C(C=C1)C(C)=O.OC1=CC=C(C=C)C=C1 (p-Hydroxystyrene p-Hydroxyacetophenone), C(C)(=O)OC1=CC=C(C=C1)C(C)O (1-(p-acetoxyphenyl)ethanol), OS(=O)(=O)[O-].[K+] (potassium acid sulfate). The product is C(C)(=O)OC1=CC=C(C=C)C=C1 (p-acetoxystyrene). RXN SMILES: OC1C=CC(C(=O)C)=CC=1.OC1C=CC(C=C)=CC=1.[C:20]([O:23][C:24]1[CH:29]=[CH:28][C:27]([CH:30](O)[CH3:31])=[CH:26][CH:25]=1)(=[O:22])[CH3:21].OS([O-])(=O)=O.[K+]>>[C:20]([O:23][C:24]1[CH:29]=[CH:28][C:27]([CH:30]=[CH2:31])=[CH:26][CH:25]=1)(=[O:22])[CH3:21] |f:0.1,3.4|. Procedure details: Synthesis of p-Hydroxystyrene p-Hydroxyacetophenone was converted to 1-(p-acetoxyphenyl)ethanol and then dehydrated using liquid phase dehydration in the presence of potassium acid sulfate to produce p-acetoxystyrene, according to the method of Corson et al (J. Org. Chem., 1958 23, 544). p-Acetoxystyrene (1.6 g) was added to a stirred solution of potassium hydroxide (1.4 g) in water (14 ml) at 5 degrees Centigrade. Stirring was continued at 0-5 degrees Centigrade for 2h. The mixture was then was... RXN SMILES: [CH3:1][O:2]/[N:3]=[C:4](/[C:15]1[CH:20]=[CH:19][CH:18]=[CH:17][CH:16]=1)\[CH2:5][O:6][C:7]1[CH:12]=[CH:11][C:10]([CH2:13][OH:14])=[CH:9][CH:8]=1.O[C:22]1[CH:27]=[CH:26][C:25]([CH2:28][CH2:29][C:30]([O:32]C)=[O:31])=[CH:24][CH:23]=1>>[CH3:1][O:2]/[N:3]=[C:4](/[C:15]1[CH:20]=[CH:19][CH:18]=[CH:17][CH:16]=1)\[CH2:5][O:6][C:7]1[CH:12]=[CH:11][C:10]([CH2:13][O:14][C:22]2[CH:27]=[CH:26][C:25]([CH2:28][CH2:29][C:30]([OH:32])=[O:31])=[CH:24][CH:23]=2)=[CH:9][CH:8]=1. Starting materials: CO\N=C(/COC1=CC=C(C=C1)CO)\C1=CC=CC=C1 ((4-{[(2Z)-2-(methoxyimino)-2-phenylethyl]oxy}phenyl)methanol), OC1=CC=C(C=C1)CCC(=O)OC (methyl 3-(4-hydroxyphenyl)propanoate). The product is CO\N=C(/COC1=CC=C(COC2=CC=C(C=C2)CCC(=O)O)C=C1)\C1=CC=CC=C1 (3-{4-[(4-{[(2Z)-2-(Methoxyimino)-2-phenylethyl]oxy}benzyl)oxy]phenyl}propanoic acid). Reported procedure: Compound 7 was synthesized from (4-{[(2Z)-2-(methoxyimino)-2-phenylethyl]oxy}phenyl)methanol and methyl 3-(4-hydroxyphenyl)propanoate by following the procedure described in Scheme 5 Starting materials: [Si](C)(C)(C(C)(C)C)OCC=1N=CN(C1)C1=C(C=C(C=C1)N1C(O[C@H](C1)CN=[N+]=[N-])=O)F ((5R)-3-{4-[4-(tert-Butyl(dimethyl)silyloxymethyl)-1H-imidazol-1-yl]-3-fluorophenyl}-5-(azidomethyl)oxazolidin-2-one), NC[C@H]1CN(C(O1)=O)C1=CC(=C(C=C1)N1N=NC(=C1)C)F ((5S)-5-(Aminomethyl)-3-[3-Fluoro-4-(4-methyl-1,2,3-triazol-1-yl)phenyl]-1,3-oxazolidin-2-one). Yields the product [Si](C)(C)(C(C)(C)C)OCC=1N=CN(C1)C1=C(C=C(C=C1)N1C(O[C@H](C1)CN)=O)F ((5S)-3-{4-[4-(tert-Butyl(dimethyl)silyloxymethyl)-1H-imidazol-1-yl]-3-fluorophenyl}-5-(aminomethyl)oxazolidin-2-one). Isolated yield 102.6%. Reaction SMILES: [Si:1]([O:8][CH2:9][C:10]1[N:11]=[CH:12][N:13]([C:15]2[CH:20]=[CH:19][C:18]([N:21]3[CH2:25][C@H:24]([CH2:26][N:27]=[N+]=[N-])[O:23][C:22]3=[O:30])=[CH:17][C:16]=2[F:31])[CH:14]=1)([C:4]([CH3:7])([CH3:6])[CH3:5])([CH3:3])[CH3:2].NC[C@@H]1OC(=O)N(C2C=CC(N3C=C(C)N=N3)=C(F)C=2)C1>>[Si:1]([O:8][CH2:9][C:10]1[N:11]=[CH:12][N:13]([C:15]2[CH:20]=[CH:19][C:18]([N:21]3[CH2:25][C@H:24]([CH2:26][NH2:27])[O:23][C:22]3=[O:30])=[CH:17][C:16]=2[F:31])[CH:14]=1)([C:4]([CH3:5])([CH3:6])[CH3:7])([CH3:2])[CH3:3]. Reported procedure: (5R)-3-{4-[4-(tert-Butyl(dimethyl)silyloxymethyl)-1H-imidazol-1-yl]-3-fluorophenyl}-5-(azidomethyl)oxazolidin-2-one (WO 9928317, WO 9910343, WO 9731917) (2.0 g, 4.17 mmol) was reacted as described for Intermediate 16 to give the title compound (1.8 g) as a solid, which was taken to the next step without further purification. RXN SMILES: [N:1]([CH2:4][C:5]([C:8]1[C:13]([F:14])=[CH:12][CH:11]=[C:10]([Br:15])[N:9]=1)([OH:7])[CH3:6])=[N+]=[N-].[C:16]1([P:22]([C:29]2[CH:34]=[CH:33][CH:32]=[CH:31][CH:30]=2)[C:23]2[CH:28]=[CH:27][CH:26]=[CH:25][CH:24]=2)[CH:21]=[CH:20][CH:19]=[CH:18][CH:17]=1>C1COCC1.C(OCC)C>[Br:15][C:10]1[N:9]=[C:8]([C:5]2([CH3:6])[CH2:4][NH:1]2)[C:13]([F:14])=[CH:12][CH:11]=1.[CH:32]1[CH:33]=[CH:34][C:29]([P:22]([C:16]2[CH:17]=[CH:18][CH:19]=[CH:20][CH:21]=2)([C:23]2[CH:28]=[CH:27][CH:26]=[CH:25][CH:24]=2)=[O:7])=[CH:30][CH:31]=1. Reaction conditions: time 18 hour. Solvent: C(C)OCC (diethylether), C1CCOC1 (THF). Procedure: To a solution of 1-azido-2-(6-bromo-3-fluoro-pyridin-2-yl)-propan-2-ol (11.2 g, 40.7 mmol) in THF (60 ml) was added triphenylphosphine (10.68 g, 40.7 mmol) and the reaction mixture was stirred for 18 hours at room temperature. The solvent was removed in vacuo and the residue obtained was dissolved in diethylether and filtered through a cotton plug to remove triphenylphosphine oxide. The filtrate was washed with citric acid (9.6 g in 20 ml of water) and the organic phase was separated. The aqueou... Yields the product BrC1=CC=C(C(=N1)C1(NC1)C)F (6-Bromo-3-fluoro-2-(2-methyl-aziridin-2-yl)-pyridine), C=1C=CC(=CC1)P(=O)(C=2C=CC=CC2)C=3C=CC=CC3 (TPPO). The reactants are N(=[N+]=[N-])CC(C)(O)C1=NC(=CC=C1F)Br (1-azido-2-(6-bromo-3-fluoro-pyridin-2-yl)-propan-2-ol), C1(=CC=CC=C1)P(C1=CC=CC=C1)C1=CC=CC=C1 (triphenylphosphine). Reactants: [H-].[K+] (potassium hydride), BrC=1C=C2C(=CNC2=CC1)C1CCN(CC1)C (5-bromo-3-(1-methylpiperidin-4-yl)-1H-indole), B(OC(C)C)(OC(C)C)OC(C)C (triisopropyl borate), C(C)(C)(C)[Li] (tert-butyl lithium). Run in hexanes, O1CCCC1 (tetrahydrofuran), O1CCCC1 (tetrahydrofuran), O1CCCC1 (tetrahydrofuran). Conditions: temperature 0 celsius, time 30 minute. Yields the product CN1CCC(CC1)C1=CNC2=CC=C(C=C12)B(O)O (3-(1-Methylpiperidin-4-yl)-1H-Indole-5-Boronic Acid). Yield: 28.6%. As a reaction SMILES: [H-].[K+].Br[C:4]1[CH:5]=[C:6]2[C:10](=[CH:11][CH:12]=1)[NH:9][CH:8]=[C:7]2[CH:13]1[CH2:18][CH2:17][N:16]([CH3:19])[CH2:15][CH2:14]1.C([Li])(C)(C)C.[B:25](OC(C)C)([O:30]C(C)C)[O:26]C(C)C>O1CCCC1>[CH3:19][N:16]1[CH2:17][CH2:18][CH:13]([C:7]2[C:6]3[C:10](=[CH:11][CH:12]=[C:4]([B:25]([OH:30])[OH:26])[CH:5]=3)[NH:9][CH:8]=2)[CH2:14][CH2:15]1 |f:0.1|. Procedure: To a slurry of potassium hydride (20% suspension in mineral oil, 0.72 g, 3.58 mmol) in 7 mL of anhydrous tetrahydrofuran at 0° C. was slowly added dropwise 5-bromo-3-(1-methylpiperidin-4-yl)-1H-indole (1.0 g, 3.41 mmol) in 7 mL of anhydrous tetrahydrofuran. After stirring at 0° C. for 30 minutes, the mixture was cooled to −78° C., and tert-butyl lithium (1.7M in pentane, 7.51 mmol, 4.42 mL) was added dropwise. After 15 minutes, a solution of triisopropyl borate (6.82 mmol, 2.0 eq, 1.57 mL) in 2 ... The reactants are CCN=C=NCCCN(C)C, CC(O)N(C)C, ClCCl, Cl, COc1cc(C)ccc1S(=O)(=O)NC(=O)C(c1ccc2c(c1)OCO2)c1cn(C)c2cc(C(=O)O)ccc12, CN(C)C=O. The product is COc1cc(C)ccc1S(=O)(=O)NC(=O)C(c1ccc2c(c1)OCO2)c1cn(C)c2cc(C(=O)OCCN(C)C)ccc12. RXN SMILES: [CH3:2][N:3]([CH2:4][CH2:5][CH2:6][N:7]=[C:8]=[N:9][CH2:10][CH3:11])[CH3:12].[CH3:51][N:52]([CH:53]([OH:54])[CH3:55])[CH3:56].[Cl:57][CH2:58][Cl:59].[ClH:1].[O:13]1[CH2:14][O:15][c:16]2[c:17]1[cH:18][cH:19][c:20]([CH:22]([C:23](=[O:24])[NH:25][S:26](=[O:27])(=[O:28])[c:29]1[c:30]([O:36][CH3:37])[cH:31][c:32]([CH3:35])[cH:33][cH:34]1)[c:38]1[cH:39][n:40]([CH3:50])[c:41]3[cH:42][c:43]([C:47](=[O:48])[OH:49])[cH:44][cH:45][c:46]13)[cH:21]2.[O:60]=[CH:61][N:62]([CH3:63])[CH3:64]>>[CH3:2][N:3]([CH2:4][CH2:5][O:49][C:47]([c:43]1[cH:42][c:41]2[n:40]([CH3:50])[cH:39][c:38]([CH:22]([c:20]3[cH:19][cH:18][c:17]4[c:16]([cH:21]3)[O:15][CH2:14][O:13]4)[C:23](=[O:24])[NH:25][S:26](=[O:27])(=[O:28])[c:29]3[c:30]([O:36][CH3:37])[cH:31][c:32]([CH3:35])[cH:33][cH:34]3)[c:46]2[cH:45][cH:44]1)=[O:48])[CH3:12].